Dataset: the Open Reaction Database (ORD), a public repository of structured organic reaction records. Task: describe an organic reaction: reactants, conditions, products, and yield Starting materials: CO, [K+], CCCCCCC(C)Oc1ccc(C(=O)OCC)cc1N, [OH-], O. The product is CCCCCCC(C)Oc1ccc(C(=O)O)cc1N. As a reaction SMILES: [CH3:22][OH:23].[K+:25].[NH2:1][c:2]1[cH:3][c:4]([C:5](=[O:6])[O:7][CH2:8][CH3:9])[cH:10][cH:11][c:12]1[O:13][CH:14]([CH3:15])[CH2:16][CH2:17][CH2:18][CH2:19][CH2:20][CH3:21].[OH-:24].[OH2:26]>>[NH2:1][c:2]1[cH:3][c:4]([C:5](=[O:6])[OH:7])[cH:10][cH:11][c:12]1[O:13][CH:14]([CH3:15])[CH2:16][CH2:17][CH2:18][CH2:19][CH2:20][CH3:21]. The yield is 74.0%. Run in C(CC)O (n-propanol). Yields the product ClC1=C(CN2C3=CC=CC=C3C=3C=C(N=CC23)C(=O)OCCC)C=C(C=C1)Cl (Propyl 9-(2,5-Dichlorobenzyl)-9H-β-carboline-3-carboxylate). The reactants are ClC1=C(CN2C3=CC=CC=C3C=3C=C(N=CC23)C(=O)OC)C=C(C=C1)Cl (Methyl 9-(2,5-dichlorobenzyl)-9H-β-carboline-3-carboxylate), S(O)(O)(=O)=O (sulfuric acid), ClC1=C(CN2C3=CC=CC=C3C=3C=C(N=CC23)C(=O)OCCCC)C=C(C=C1)Cl (butyl 9-(2,5-dichlorobenzyl)-9H-β-carboline-3-carboxylate). Reaction SMILES: ClC1C=CC(Cl)=CC=1CN1C2C=NC(C(OC)=O)=CC=2C2C1=CC=CC=2.S(=O)(=O)(O)O.[Cl:32][C:33]1[CH:59]=[CH:58][C:57]([Cl:60])=[CH:56][C:34]=1[CH2:35][N:36]1[C:48]2[CH:47]=[N:46][C:45]([C:49]([O:51][CH2:52][CH2:53][CH2:54]C)=[O:50])=[CH:44][C:43]=2[C:42]2[C:37]1=[CH:38][CH:39]=[CH:40][CH:41]=2>C(O)CC>[Cl:32][C:33]1[CH:59]=[CH:58][C:57]([Cl:60])=[CH:56][C:34]=1[CH2:35][N:36]1[C:48]2[CH:47]=[N:46][C:45]([C:49]([O:51][CH2:52][CH2:53][CH3:54])=[O:50])=[CH:44][C:43]=2[C:42]2[C:37]1=[CH:38][CH:39]=[CH:40][CH:41]=2. Reported procedure: Methyl 9-(2,5-dichlorobenzyl)-9H-β-carboline-3-carboxylate (195 mg, 0.5 mmol) was refluxed with n-propanol (15 mL) and concetrated sulfuric acid (1.5 mL) as described for the synthesis of the butyl 9-(2,5-dichlorobenzyl)-9H-β-carboline-3-carboxylate, affording an ivory-colored solid (152 mg, 74%). 1H NMR (CDCl3) δ8.94 (s, 1H), 8.85 (s, 1H), 8.28 (d, J=8.3 Hz, 1H), 7.64 (t, J=7.5 Hz, 1H), 7.45-7.40 (m, 3H), 7.22 (dd, J=8.5, 2.3 Hz, 1H), 6.55 (s, 1H), 5.66 (s, 2H), 4.45 (t,J=7 Hz, 2H), 1.93 (m, 2H... Starting materials: C(C1=CC=CC=C1)(C1=CC=CC=C1)=NC1(C(OCC1)=O)CC1=CC=NC=C1 (3-(Benzhydrylidene-amino)-3-pyridin-4-ylmethyl-dihydro-furan-2-one). Solvent: Cl (HCl), C1CCOC1 (THF). Run at time 1 hour. Product: NC1(C(OCC1)=O)CC1=CC=NC=C1 (3-Amino-3-pyridin-4-ylmethyl-dihydro-furan-2-one). The yield is 69.9%. Reaction SMILES: C(=[N:14][C:15]1([CH2:21][C:22]2[CH:27]=[CH:26][N:25]=[CH:24][CH:23]=2)[CH2:19][CH2:18][O:17][C:16]1=[O:20])(C1C=CC=CC=1)C1C=CC=CC=1>Cl.C1COCC1>[NH2:14][C:15]1([CH2:21][C:22]2[CH:23]=[CH:24][N:25]=[CH:26][CH:27]=2)[CH2:19][CH2:18][O:17][C:16]1=[O:20]. Reported procedure: 3-(Benzhydrylidene-amino)-3-pyridin-4-ylmethyl-dihydro-furan-2-one (1.67 g, 4.69 mMol) was dissolved in a solution of 1 N HCl (20 mL) in THF (50 mL). The mixture was stirred for 1 hour at ambient temperature after which time it was partitioned between ethyl ether (Et2O) and water. The water layer was washed again with Et2O and then adjusted to pH 8 with NaHCO3. The aqueous layer was then extracted with CH2Cl2. The CH2Cl2 layer was dried over Na2SO4, filtered and concentrated under vacuum to give... The reactants are BrC1=CC=C(C(=O)OC)C=C1 (methyl 4-bromobenzoate), NC1=CC=CC=C1 (aniline), methyl ester, Compound 4. The product is COC(C1=CC=C(C=C1)NC1=CC=CC=C1)=O (4-Phenylamino benzoic acid methyl ester). RXN SMILES: Br[C:2]1[CH:11]=[CH:10][C:5]([C:6]([O:8][CH3:9])=[O:7])=[CH:4][CH:3]=1.[NH2:12][C:13]1[CH:18]=[CH:17][CH:16]=[CH:15][CH:14]=1>>[CH3:9][O:8][C:6](=[O:7])[C:5]1[CH:10]=[CH:11][C:2]([NH:12][C:13]2[CH:18]=[CH:17][CH:16]=[CH:15][CH:14]=2)=[CH:3][CH:4]=1. Procedure: Reaction of methyl 4-bromobenzoate with aniline according to general procedure A provided methyl ester of Compound 4 as a yellow oil (84% yield). 1H NMR (CDCl3, 500 MHz): δ=7.92 (d, J=8.8 Hz, 2H), 7.32-7.38 (m, 2H), 7.18 (d, J=7.5 Hz, 2H), 7.09 (m, 1H), 6.99 (d, J=8.8 Hz, 2H), 6.02 (s, 1H), 3.89 (s, 3H). 13C NMR (CDCl3, 125 MHz): δ=167.2, 148.3, 141.1, 131.7, 129.7, 123.4, 121.5, 120.7, 114.9, 51.9. The reactants are Cc1ncc(CNc2ccc(-c3ccccc3S(=O)(=O)NC(C)(C)C)cc2)c(CO)c1O, CO, Cl. The product is Cc1ncc(CNc2ccc(-c3ccccc3S(N)(=O)=O)cc2)c(CO)c1O. Reaction SMILES: [C:2]([CH3:3])([CH3:4])([CH3:5])[NH:6][S:7](=[O:8])(=[O:9])[c:10]1[c:11](-[c:16]2[cH:17][cH:18][c:19]([NH:22][CH2:23][c:24]3[cH:25][n:26][c:27]([CH3:33])[c:28]([OH:32])[c:29]3[CH2:30][OH:31])[cH:20][cH:21]2)[cH:12][cH:13][cH:14][cH:15]1.[CH3:34][OH:35].[ClH:1]>>[NH2:6][S:7](=[O:8])(=[O:9])[c:10]1[c:11](-[c:16]2[cH:17][cH:18][c:19]([NH:22][CH2:23][c:24]3[cH:25][n:26][c:27]([CH3:33])[c:28]([OH:32])[c:29]3[CH2:30][OH:31])[cH:20][cH:21]2)[cH:12][cH:13][cH:14][cH:15]1. RXN SMILES: [N+:1]([C:4]1[CH:9]=[CH:8][C:7]([CH2:10][CH2:11][C:12](Cl)=[O:13])=[CH:6][CH:5]=1)([O-:3])=[O:2].[NH3:15]>C(Cl)(Cl)Cl>[N+:1]([C:4]1[CH:9]=[CH:8][C:7]([CH2:10][CH2:11][C:12]([NH2:15])=[O:13])=[CH:6][CH:5]=1)([O-:3])=[O:2]. Procedure details: A solution of 21 g of 3-(4-nitrophenyl)propionyl chloride in 30 ml of chloroform was added dropwise into a mixture of 75 ml of concentrated aqueous ammonia and 75 ml of ice water. The resultant mixture was then stirred for 2 hours under ice-cooling. The resultant precipitate was collected by filtration, dried in air and recrystallized from ethyl acetate, thereby obtaining 13.7 g of 3-(4-nitrophenyl)propanamide. Yields the product [N+](=O)([O-])C1=CC=C(C=C1)CCC(=O)N (3-(4-nitrophenyl)propanamide). The solvent is C(Cl)(Cl)Cl (chloroform). The reactants are [N+](=O)([O-])C1=CC=C(C=C1)CCC(=O)Cl (3-(4-nitrophenyl)propionyl chloride), N (ammonia), ice water, resultant mixture.